Dataset: the Open Reaction Database (ORD), a public repository of structured organic reaction records. Task: describe an organic reaction: reactants, conditions, products, and yield Starting materials: C(C)(C)(C)OC(NCCC1=CC(=C(C=C1)F)OC)=O ([2-(4-fluoro-3-methoxyphenyl)ethyl]carbamic acid t-butyl ester), Cl.C(C)(=O)OCC (hydrochloric acid ethyl acetate). Run in C(C)OCC (diethyl ether), C(C)(=O)OCC (ethyl acetate). Run at time 2.5 hour. Yields the product Cl.FC1=C(C=C(C=C1)CCN)OC (2-(4-Fluoro-3-methoxyphenyl)ethylamine-hydrochloride). As a reaction SMILES: C(OC(=O)[NH:7][CH2:8][CH2:9][C:10]1[CH:15]=[CH:14][C:13]([F:16])=[C:12]([O:17][CH3:18])[CH:11]=1)(C)(C)C.[ClH:20].C(OCC)(=O)C>C(OCC)(=O)C.C(OCC)C>[ClH:20].[F:16][C:13]1[CH:14]=[CH:15][C:10]([CH2:9][CH2:8][NH2:7])=[CH:11][C:12]=1[O:17][CH3:18] |f:1.2,5.6|. Procedure details: To a solution of [2-(4-fluoro-3-methoxyphenyl)ethyl]carbamic acid t-butyl ester (90 mg) in ethyl acetate (3 mL) was added a solution of 4N hydrochloric acid-ethyl acetate (3 mL) at room temperature and allowed to stand for 2.5 hours. The resulting solid was diluted with diethyl ether, then filtered, and washed with diethyl ether. After drying by aeration, and the title compound (416 mg) was obtained as a colorless solid. Reactants: O=c1ccccn1C(=S)n1ccccc1=O, COc1cccc(-c2cc(N)ncn2)c1, ClCCl. Yields the product COc1cccc(-c2cc(N=C=S)ncn2)c1. Reaction SMILES: [C:1](=[S:2])([n:3]1[cH:4][cH:5][cH:6][cH:7][c:8]1=[O:9])[n:10]1[cH:11][cH:12][cH:13][cH:14][c:15]1=[O:16].[CH3:17][O:18][c:19]1[cH:20][c:21](-[c:25]2[cH:26][c:27]([NH2:31])[n:28][cH:29][n:30]2)[cH:22][cH:23][cH:24]1.[Cl:32][CH2:33][Cl:34]>>[C:1](=[S:2])=[N:31][c:27]1[cH:26][c:25](-[c:21]2[cH:20][c:19]([O:18][CH3:17])[cH:24][cH:23][cH:22]2)[n:30][cH:29][n:28]1. The reactants are C(C)(=O)OC(C)=O (Acetic anhydride), C(C1=CC=CC=C1)O[C@H]1[C@@H]([C@H](C[C@H]2[C@@H]1NC(O2)=O)C(C)O)OCC2=CC=CC=C2 ((3aS,4R,5R,6R,7aS)-4,5-Bis(benzyloxy)-6-(1-hydroxyethyl)-hexahydrobenzo[d]oxazol-2(3H)-one). Run in N1=CC=CC=C1 (pyridine). Run at time 8 hour. Product: C(C)(=O)OC(C)[C@H]1C[C@H]2[C@H](NC(O2)=O)[C@H]([C@@H]1OCC1=CC=CC=C1)OCC1=CC=CC=C1 (1-((3aS,4R,5R,6R,7aS)-4,5-Bis(benzyloxy)-2-oxo-octahydrobenzo[d]oxazol-6-yl)ethyl acetate). RXN SMILES: [C:1]([O:4][C:5](=[O:7])[CH3:6])(=O)[CH3:2].[CH2:8]([O:15][C@@H:16]1[C@H:21]2[NH:22][C:23](=[O:25])[O:24][C@H:20]2[CH2:19][C@H:18](C(O)C)[C@H:17]1[O:29][CH2:30][C:31]1[CH:36]=[CH:35][CH:34]=[CH:33][CH:32]=1)[C:9]1[CH:14]=[CH:13][CH:12]=[CH:11][CH:10]=1>N1C=CC=CC=1>[C:5]([O:4][CH:1]([C@@H:18]1[C@@H:17]([O:29][CH2:30][C:31]2[CH:36]=[CH:35][CH:34]=[CH:33][CH:32]=2)[C@H:16]([O:15][CH2:8][C:9]2[CH:14]=[CH:13][CH:12]=[CH:11][CH:10]=2)[C@H:21]2[NH:22][C:23](=[O:25])[O:24][C@H:20]2[CH2:19]1)[CH3:2])(=[O:7])[CH3:6]. Procedure details: Acetic anhydride (3.3 g, 32 mmol) was added to a solution of 4 (1.0 g, 2.5 mmol) in pyridine (60 mL) and the solution was stirred overnight at room temperature. The mixture was concentrated in vacuo to give a residue, which was purified by a silica gel column, eluted with 2% MeOH in DCM to give 5 as yellow oil (900 mg, 81%, the ratio of diastereomers is 1:3 by 1H NMR). (ES, m/z): [M+H]+ 457.1; 1H NMR (300 MHz, CDCl3) δ 7.32-7.43 (m, 10H), 4.91-4.95 (m, 1H), 4.72-4.78 (m, 3H), 4.56-4.66 (m, 2H), ... Reactants: CNc1ccccc1, O=C(Cl)CCCl, C1CCOC1. The product is CN(C(=O)CCCl)c1ccccc1. As a reaction SMILES: [CH3:1][NH:2][c:3]1[cH:4][cH:5][cH:6][cH:7][cH:8]1.[Cl:9][CH2:10][CH2:11][C:12](=[O:13])[Cl:14].[O:15]1[CH2:16][CH2:17][CH2:18][CH2:19]1>>[CH3:1][N:2]([c:3]1[cH:4][cH:5][cH:6][cH:7][cH:8]1)[C:12]([CH2:11][CH2:10][Cl:9])=[O:13].